Dataset: the Open Reaction Database (ORD), a public repository of structured organic reaction records. Task: describe an organic reaction: reactants, conditions, products, and yield The reactants are CC(=O)OI1(OC(C)=O)(OC(C)=O)OC(=O)c2ccccc21, CCOC(C)=O, ClCCl, CC(O)c1csc(-c2ccc(C(F)(F)F)cc2CN2C(=O)OC(c3cc(C(F)(F)F)cc(C(F)(F)F)c3)C2C)n1. Product: CC(=O)c1csc(-c2ccc(C(F)(F)F)cc2CN2C(=O)OC(c3cc(C(F)(F)F)cc(C(F)(F)F)c3)C2C)n1. As a reaction SMILES: [CH3:41][C:42]([O:43][I:44]1([O:54][C:55]([CH3:56])=[O:57])([O:58][C:59]([CH3:60])=[O:61])[c:45]2[c:46]([cH:47][cH:48][cH:49][cH:50]2)[C:51](=[O:52])[O:53]1)=[O:62].[CH3:66][CH2:67][O:68][C:69]([CH3:70])=[O:71].[Cl:63][CH2:64][Cl:65].[F:1][C:2]([c:3]1[cH:4][c:5]([CH:13]2[CH:14]([CH3:38])[N:15]([CH2:19][c:20]3[c:21](-[c:30]4[s:31][cH:32][c:33]([CH:35]([CH3:36])[OH:37])[n:34]4)[cH:22][cH:23][c:24]([C:26]([F:27])([F:28])[F:29])[cH:25]3)[C:16](=[O:18])[O:17]2)[cH:6][c:7]([C:9]([F:10])([F:11])[F:12])[cH:8]1)([F:39])[F:40]>>[F:1][C:2]([c:3]1[cH:4][c:5]([CH:13]2[CH:14]([CH3:38])[N:15]([CH2:19][c:20]3[c:21](-[c:30]4[s:31][cH:32][c:33]([C:35]([CH3:36])=[O:37])[n:34]4)[cH:22][cH:23][c:24]([C:26]([F:27])([F:28])[F:29])[cH:25]3)[C:16](=[O:18])[O:17]2)[cH:6][c:7]([C:9]([F:10])([F:11])[F:12])[cH:8]1)([F:39])[F:40].